From a dataset of the Open Reaction Database (ORD), a public repository of structured organic reaction records. describe an organic reaction: reactants, conditions, products, and yield Starting materials: [OH-].[Na+] (NaOH), ClC=1C2=C(SC1C(=O)O)C=C(C=C2)C (3-chloro-6-methyl-benzo[b]thiophene-2-carboxylic acid), C(=O)[O-].[NH4+] (ammonium formate), C (charcoal), C(=O)[O-].[NH4+] (ammonium formate). Reagents/catalysts: [Pd] (Pd/C), [Pd] (palladium). Run in CO (methanol), CO (methanol), O (water), CO (methanol). Run at time 20 minute. The product is CC=1C=CC2=C(SC(=C2)C(=O)O)C1 (6-methyl-2-benzo[b]thiophenecarboxylic acid). The yield is 95.0%. Reaction SMILES: C.C([O-])=O.[NH4+].Cl[C:7]1[C:8]2[CH:18]=[CH:17][C:16]([CH3:19])=[CH:15][C:9]=2[S:10][C:11]=1[C:12]([OH:14])=[O:13].[OH-].[Na+]>CO.O.[Pd]>[CH3:19][C:16]1[CH:17]=[CH:18][C:8]2[CH:7]=[C:11]([C:12]([OH:14])=[O:13])[S:10][C:9]=2[CH:15]=1 |f:1.2,4.5|. Procedure: A suspension of palladium on 5% wet charcoal (50% water) (1.065 g) and ammonium formate (2.52 g) in methanol (30 ml) is stirred for 20 minutes in an inert atmosphere; a solution of 2.52 g of ammonium formate in 5 ml of water and a solution consisting of 2.26 g of 3-chloro-6-methyl-benzo[b]thiophene-2-carboxylic acid (18), 70 ml of methanol and 10 ml of 1N NaOH is then added. The mixture is kept under reflux stirring in an inert atmosphere for 15 hours. 0.425 g of Pd/C (5% wet) is then added, and... The reactants are O=C([O-])[O-], COC(=O)c1nc(Br)c2c(Oc3ccccc3)cccc2c1O, CN(C)C=O, [Cs+], [Cs+], CI. Yields the product COC(=O)c1nc(Br)c2c(Oc3ccccc3)cccc2c1OC. Reaction SMILES: [C:26](=[O:27])([O-:28])[O-:29].[CH3:1][O:2][C:3](=[O:4])[c:5]1[n:6][c:7]([Br:23])[c:8]2[c:9]([O:16][c:17]3[cH:18][cH:19][cH:20][cH:21][cH:22]3)[cH:10][cH:11][cH:12][c:13]2[c:14]1[OH:15].[CH3:32][N:33]([CH3:34])[CH:35]=[O:36].[Cs+:30].[Cs+:31].[I:24][CH3:25]>>[CH3:1][O:2][C:3](=[O:4])[c:5]1[n:6][c:7]([Br:23])[c:8]2[c:9]([O:16][c:17]3[cH:18][cH:19][cH:20][cH:21][cH:22]3)[cH:10][cH:11][cH:12][c:13]2[c:14]1[O:15][CH3:26]. Starting materials: CCCCOC(=O)c1nc(N2CCC(NC(=O)OCc3ccccc3)C(OCC)C2)oc1CC, CO. Yields the product CCCCOC(=O)c1nc(N2CCC(N)C(OCC)C2)oc1CC. Reaction SMILES: [CH2:1]([O:2][C:3](=[O:4])[NH:11][CH:12]1[CH:13]([O:32][CH2:33][CH3:34])[CH2:14][N:15]([c:18]2[o:19][c:20]([CH2:30][CH3:31])[c:21]([C:23](=[O:24])[O:25][CH2:26][CH2:27][CH2:28][CH3:29])[n:22]2)[CH2:16][CH2:17]1)[c:5]1[cH:6][cH:7][cH:8][cH:9][cH:10]1.[CH3:35][OH:36]>>[NH2:11][CH:12]1[CH:13]([O:32][CH2:33][CH3:34])[CH2:14][N:15]([c:18]2[o:19][c:20]([CH2:30][CH3:31])[c:21]([C:23](=[O:24])[O:25][CH2:26][CH2:27][CH2:28][CH3:29])[n:22]2)[CH2:16][CH2:17]1. Reactants: C(CCCCCCCCCCCC)C1=CC(=CN1)C(=O)OCC (ethyl 5-tridecylpyrrole-3-carboxylate), aqueous solution, [OH-].[Na+] (sodium hydroxide). Run in C(C)O (ethanol). Yields the product C(CCCCCCCCCCCC)C1=CC(=CN1)C(=O)O (5-tridecylpyrrole-3-carboxylic acid). The yield is 85.8%. Reaction SMILES: [CH2:1]([C:14]1[NH:18][CH:17]=[C:16]([C:19]([O:21]CC)=[O:20])[CH:15]=1)[CH2:2][CH2:3][CH2:4][CH2:5][CH2:6][CH2:7][CH2:8][CH2:9][CH2:10][CH2:11][CH2:12][CH3:13].[OH-].[Na+]>C(O)C>[CH2:1]([C:14]1[NH:18][CH:17]=[C:16]([C:19]([OH:21])=[O:20])[CH:15]=1)[CH2:2][CH2:3][CH2:4][CH2:5][CH2:6][CH2:7][CH2:8][CH2:9][CH2:10][CH2:11][CH2:12][CH3:13] |f:1.2|. Procedure: To an ethanol solution (40 ml) of 2.60 g (8.1 mmol) of ethyl 5-tridecylpyrrole-3-carboxylate prepared in Example 5 was added 10 ml of an aqueous solution containing 1.40 g (33 mmol) of sodium hydroxide. The mixture was heated under reflux for 36 hours. After removing the ethanol, the mixture was acidified with hydrochloric acid, extracted with ethyl acetate and dried over anhydrous magnesium sulfate. The solvent was removed under reduced pressure to give crystals, which were purified by subjecti... Yields the product CCOC(=O)c1c(-c2ccccc2)n(C2CC2)c2c(OC)c(F)c(F)c(N)c2c1=O. RXN SMILES: [C:33]([OH:34])(=[O:35])[CH3:36].[CH:1]1([n:4]2[c:5](-[c:27]3[cH:28][cH:29][cH:30][cH:31][cH:32]3)[c:6]([C:22](=[O:23])[O:24][CH2:25][CH3:26])[c:7](=[O:21])[c:8]3[c:9]([N+:18]([O-:19])=[O:20])[c:10]([F:17])[c:11]([F:16])[c:12]([O:14][CH3:15])[c:13]23)[CH2:2][CH2:3]1.[Fe:37]>>[CH:1]1([n:4]2[c:5](-[c:27]3[cH:28][cH:29][cH:30][cH:31][cH:32]3)[c:6]([C:22](=[O:23])[O:24][CH2:25][CH3:26])[c:7](=[O:21])[c:8]3[c:9]([NH2:18])[c:10]([F:17])[c:11]([F:16])[c:12]([O:14][CH3:15])[c:13]23)[CH2:2][CH2:3]1. Reactants: CC(=O)O, CCOC(=O)c1c(-c2ccccc2)n(C2CC2)c2c(OC)c(F)c(F)c([N+](=O)[O-])c2c1=O, [Fe]. Reactants: CCOC(=O)CCc1c(C)cccc1Br, C1CCOC1, CC(C)C[AlH]CC(C)C. Yields the product Cc1cccc(Br)c1CCCO. Reaction SMILES: [Br:1][c:2]1[c:3]([CH2:9][CH2:10][C:11](=[O:12])[O:13][CH2:14][CH3:15])[c:4]([CH3:8])[cH:5][cH:6][cH:7]1.[CH2:25]1[O:26][CH2:27][CH2:28][CH2:29]1.[CH3:16][CH:17]([CH2:18][AlH:19][CH2:20][CH:21]([CH3:22])[CH3:23])[CH3:24]>>[Br:1][c:2]1[c:3]([CH2:9][CH2:10][CH2:11][OH:12])[c:4]([CH3:8])[cH:5][cH:6][cH:7]1.